Dataset: the Open Reaction Database (ORD), a public repository of structured organic reaction records. Task: describe an organic reaction: reactants, conditions, products, and yield Starting materials: C(=C)C1=CC=NC=C1 (4-vinylpyridine), NCCCN (1,3-diaminopropane), solution. Run in O (water), O (Water). Product: N1=CC=C(C=C1)CCNCCCN (N-[2-(4-pyridyl)ethyl]-1,3-diaminopropane). As a reaction SMILES: [CH:1]([C:3]1[CH:8]=[CH:7][N:6]=[CH:5][CH:4]=1)=[CH2:2].[NH2:9][CH2:10][CH2:11][CH2:12][NH2:13]>O>[N:6]1[CH:7]=[CH:8][C:3]([CH2:1][CH2:2][NH:9][CH2:10][CH2:11][CH2:12][NH2:13])=[CH:4][CH:5]=1. Procedure details: A mixture of 4-vinylpyridine (10.8 cm3), 1,3-diaminopropane (25 cm3) and "Triton B" (Trade Mark) (5 g; 40% solution in water) was stirred and heated at 130° for 20 hours. Water (100 cm3) was added and the mixture was extracted with chloroform (3×100 cm3). The dried (MgSO4) extracts were evaporated in vacuo to give an oil which was distilled to give 5.4 g of N-[2-(4-pyridyl)ethyl]-1,3-diaminopropane as an oil, b.p. 150°/0.03 mm. (Kugelrohr). The reactants are N1C=CC2=CC(=CC=C12)OC1=C(C(=O)OC)C=CC(=C1)N1CCN(CC1)CC1=C(CCC(C1)O)C1=CC=C(C=C1)Cl (methyl 2-(1H-indol-5-yloxy)-4-(4-((2-(4-chlorophenyl)-5-hydroxycyclohex-1-enyl)methyl)piperazin-1-yl)benzoate), O[Li].O (LiOH.H2O), C(C)(=O)OCC (ethyl acetate), Cl (HCl). Solvent: O1CCCC1 (tetrahydrofuran), CO (methanol), O (water). Run at time 8 hour. The product is N1C=CC2=CC(=CC=C12)OC1=C(C(=O)O)C=CC(=C1)N1CCN(CC1)CC1=C(CCC(C1)O)C1=CC=C(C=C1)Cl (2-(1H-indol-5-yloxy)-4-(4-((2-(4-chlorophenyl)-5-hydroxycyclohex-1-enyl)methyl)piperazin-1-yl)benzoic acid). As a reaction SMILES: [NH:1]1[C:9]2[C:4](=[CH:5][C:6]([O:10][C:11]3[CH:20]=[C:19]([N:21]4[CH2:26][CH2:25][N:24]([CH2:27][C:28]5[CH2:33][CH:32]([OH:34])[CH2:31][CH2:30][C:29]=5[C:35]5[CH:40]=[CH:39][C:38]([Cl:41])=[CH:37][CH:36]=5)[CH2:23][CH2:22]4)[CH:18]=[CH:17][C:12]=3[C:13]([O:15]C)=[O:14])=[CH:7][CH:8]=2)[CH:3]=[CH:2]1.O[Li].O.Cl.C(OCC)(=O)C>O1CCCC1.CO.O>[NH:1]1[C:9]2[C:4](=[CH:5][C:6]([O:10][C:11]3[CH:20]=[C:19]([N:21]4[CH2:26][CH2:25][N:24]([CH2:27][C:28]5[CH2:33][CH:32]([OH:34])[CH2:31][CH2:30][C:29]=5[C:35]5[CH:36]=[CH:37][C:38]([Cl:41])=[CH:39][CH:40]=5)[CH2:23][CH2:22]4)[CH:18]=[CH:17][C:12]=3[C:13]([OH:15])=[O:14])=[CH:7][CH:8]=2)[CH:3]=[CH:2]1 |f:1.2|. Procedure details: To a mixture of EXAMPLE 224C (1.78 g) in tetrahydrofuran (30 mL), methanol (10 mL) and water (10 mL) was added LiOH.H2O (0.262 g). The mixture was stirred overnight. The mixture was then neutralized with 5% aqueous HCl and exacted with ethyl acetate (3×) and the combined organic layers were washed with brine and dried over Na2SO4. Evaporation of solvent gave the title compound. Reactants: COC(=N)N[N+](=O)[O-], CC(=O)O, NCc1cnc(Cl)s1, [Na+], [OH-], O. The product is COC(=N[N+](=O)[O-])NCc1cnc(Cl)s1. Reaction SMILES: [CH3:1][O:2][C:3]([NH:4][N+:5](=[O:6])[O-:7])=[NH:8].[CH3:9][C:10](=[O:11])[OH:12].[NH2:13][CH2:14][c:15]1[cH:16][n:17][c:18]([Cl:20])[s:19]1.[Na+:22].[OH-:21].[OH2:23]>>[CH3:1][O:2][C:3](=[N:4][N+:5](=[O:6])[O-:7])[NH:8][CH2:14][c:15]1[cH:16][n:17][c:18]([Cl:20])[s:19]1. Run in CN(C=O)C (N,N-dimethylformamide). The product is C1(=CC=CC=C1)C1=NN(C2=CC=CC=C12)CC=1SC=C(N1)C(=O)O (2-{(3-phenyl-1H-indazol-1-yl)methyl}thiazole-4-carboxylic acid). Procedure: Sodium hydride (added with 40% mineral oil, 9 mg, manufactured by Kanto Chemical Co., Inc.) was added to a solution of 3-phenyl-1H-indazole (40 mg), which had been synthesized according to the literature (T. Edward, C., et al., Tetrahedron, 1991, 47, 9599-9620), in N,N-dimethylformamide (1 mL, manufactured by Kanto Chemical Co., Inc.) under ice cooling, and the mixture was stirred for 5 minutes at the same temperature. Subsequently, ethyl 2-bromomethylthiazole-4-carboxylate (51 mg) synthesized a... Reaction SMILES: [H-].[Na+].[C:3]1([C:9]2[C:17]3[C:12](=[CH:13][CH:14]=[CH:15][CH:16]=3)[NH:11][N:10]=2)[CH:8]=[CH:7][CH:6]=[CH:5][CH:4]=1.Br[CH2:19][C:20]1[S:21][CH:22]=[C:23]([C:25]([O:27]CC)=[O:26])[N:24]=1.O>CN(C)C=O>[C:3]1([C:9]2[C:17]3[C:12](=[CH:13][CH:14]=[CH:15][CH:16]=3)[N:11]([CH2:19][C:20]3[S:21][CH:22]=[C:23]([C:25]([OH:27])=[O:26])[N:24]=3)[N:10]=2)[CH:4]=[CH:5][CH:6]=[CH:7][CH:8]=1 |f:0.1|. The yield is 10.5%. Starting materials: O (Water), [H-].[Na+] (Sodium hydride), C1(=CC=CC=C1)C1=NNC2=CC=CC=C12 (3-phenyl-1H-indazole), BrCC=1SC=C(N1)C(=O)OCC (ethyl 2-bromomethylthiazole-4-carboxylate). Conditions: time 5 minute. Reactants: COC=1C=C(OCCN2C(C3CCCC(CC2)N3)=O)C=CC1OC (3-(2-(3,4-Dimethoxyphenoxy)ethyl)-3,10-diazabicyclo[4.3.1]decan-2-one), CCN(C(C)C)C(C)C (DIPEA), O=C1SC2=C(N1)C=CC(=C2)S(=O)(=O)Cl (2-oxo-2,3-dihydrobenzo[d]thiazole-6-sulfonyl chloride). Run in C(Cl)Cl (DCM). Run at time 30 minute. Yields the product COC=1C=C(OCCN2C(C3CCCC(CC2)N3S(=O)(=O)C3=CC2=C(NC(S2)=O)C=C3)=O)C=CC1OC (6-(3-(2-(3,4-dimethoxyphenoxyl)ethyl)-2-oxo-3,10-diazabicyclo-[4.3.1]decan-10-ylsulfonyl)benzo[d]thiazol-2(3H)-one). As a reaction SMILES: [CH3:1][O:2][C:3]1[CH:4]=[C:5]([CH:20]=[CH:21][C:22]=1[O:23][CH3:24])[O:6][CH2:7][CH2:8][N:9]1[CH2:17][CH2:16][CH:15]2[NH:18][CH:11]([CH2:12][CH2:13][CH2:14]2)[C:10]1=[O:19].CCN(C(C)C)C(C)C.[O:34]=[C:35]1[NH:39][C:38]2[CH:40]=[CH:41][C:42]([S:44](Cl)(=[O:46])=[O:45])=[CH:43][C:37]=2[S:36]1>C(Cl)Cl>[CH3:1][O:2][C:3]1[CH:4]=[C:5]([CH:20]=[CH:21][C:22]=1[O:23][CH3:24])[O:6][CH2:7][CH2:8][N:9]1[CH2:17][CH2:16][CH:15]2[N:18]([S:44]([C:42]3[CH:41]=[CH:40][C:38]4[NH:39][C:35](=[O:34])[S:36][C:37]=4[CH:43]=3)(=[O:46])=[O:45])[CH:11]([CH2:12][CH2:13][CH2:14]2)[C:10]1=[O:19]. Procedure: 3-(2-(3,4-Dimethoxyphenoxy)ethyl)-3,10-diazabicyclo[4.3.1]decan-2-one (15 mg, 0.05 mmol) in 3 ml DCM was treated with DIPEA (12 mg, 0.09 mmol) and stirred for 30 min at room temperature followed by addition of 2-oxo-2,3-dihydrobenzo[d]thiazole-6-sulfonyl chloride (22 mg, 0.09 mmol). After stirring overnight at room temperature, the reaction was quenched with saturated NH4Cl solution (5 ml), extracted with DCM (4×10 ml). The organic layers were dried over MgSO4 and concentrated in vacuo. The mixt... Reactants: N#Cc1ccccc1C=CC(=O)O, CCO, [H][H], [Pd]. Yields the product N#Cc1ccccc1CCC(=O)O. Reaction SMILES: [C:1](#[N:2])[c:3]1[c:4]([CH:9]=[CH:10][C:11](=[O:12])[OH:13])[cH:5][cH:6][cH:7][cH:8]1.[CH3:16][CH2:17][OH:18].[H:14][H:15].[Pd:19]>>[C:1](#[N:2])[c:3]1[c:4]([CH2:9][CH2:10][C:11](=[O:12])[OH:13])[cH:5][cH:6][cH:7][cH:8]1. The reactants are C1(CCCC1)N1CCC2=C(CC1)C=C(C=C2)O (3-Cyclopentyl-2,3,4,5-tetrahydro-1H-benzo[d]azepin-7-ol), C(C)(C)(C)OC(=O)N1CCC(CC1)O (4-hydroxy-piperidine-1-carboxylic acid tert-butyl ester), N(=NC(=O)OC(C)(C)C)C(=O)OC(C)(C)C (di-tert-butyl azodicarboxylate), C1(=CC=CC=C1)P(C1=CC=CC=C1)C1=CC=CC=C1 (triphenylphosphine). The solvent is O1CCCC1 (tetrahydrofuran), C(C)(=O)O (acetic acid). The product is C(C)(C)(C)OC(=O)N1CCC(CC1)OC1=CC2=C(CCN(CC2)C2CCCC2)C=C1 (4-(3-Cyclopentyl-2,3,4,5-tetrahydro-1H-benzo[d]azepin-7-yloxy)-piperidine-1-carboxylic acid-tert-butyl ester). As a reaction SMILES: [CH:1]1([N:6]2[CH2:12][CH2:11][C:10]3[CH:13]=[C:14]([OH:17])[CH:15]=[CH:16][C:9]=3[CH2:8][CH2:7]2)[CH2:5][CH2:4][CH2:3][CH2:2]1.[C:18]([O:22][C:23]([N:25]1[CH2:30][CH2:29][CH:28](O)[CH2:27][CH2:26]1)=[O:24])([CH3:21])([CH3:20])[CH3:19].N(C(OC(C)(C)C)=O)=NC(OC(C)(C)C)=O.C1(P(C2C=CC=CC=2)C2C=CC=CC=2)C=CC=CC=1>O1CCCC1.C(O)(=O)C>[C:18]([O:22][C:23]([N:25]1[CH2:30][CH2:29][CH:28]([O:17][C:14]2[CH:15]=[CH:16][C:9]3[CH2:8][CH2:7][N:6]([CH:1]4[CH2:5][CH2:4][CH2:3][CH2:2]4)[CH2:12][CH2:11][C:10]=3[CH:13]=2)[CH2:27][CH2:26]1)=[O:24])([CH3:21])([CH3:19])[CH3:20]. Reported procedure: 3-Cyclopentyl-2,3,4,5-tetrahydro-1H-benzo[d]azepin-7-ol (E4) (1.1 g, 4.8 mmol), 4-hydroxy-piperidine-1-carboxylic acid tert-butyl ester (1.15 g, 5.7 mmol), di-tert-butyl azodicarboxylate (1.31 g, 5.7 mmol) and triphenylphosphine (1.5 g, 5.7 mmol) were stirred at room temperature for 16 hours in tetrahydrofuran (20 ml). The mixture was acidified with acetic acid and applied to a SCX ion exchange cartridge (Varian bond-elute, 10 g) and washed with methanol and then a mixture of 0.880 ammonia:metha... Reactants: [N+](CCCC)(CCCC)(CCCC)CCCC.[F-] (n-Bu4NF), COC([C@@H](NC([C@H](NC(C(C)C1C(C(CN(CC1)[C@H](C)NC([C@@H](NC(=O)OC(C)(C)C)C)=O)CC1=CC=CC=C1)O[Si](C)(C)C(C)(C)C)=O)C(C)C)=O)C(C)C)=O ((2R)-2-(1-[(1R)-1-(N-t-butyloxycarbonylalanyl)amino-ethyl]-3-benzyl-4-(t-butyldimethylsilyl)oxy-hexahydro-1H-azepin-5-yl)-1-oxo-propyl-valinyl-valine methyl ester), CCOCC (ether). The solvent is C1CCOC1 (THF). Product: COC([C@@H](NC([C@H](NC(C(C)C1C(C(CN(CC1)[C@H](C)NC([C@@H](NC(=O)OC(C)(C)C)C)=O)CC1=CC=CC=C1)O)=O)C(C)C)=O)C(C)C)=O ((2R)-2-(1-[(1R)-1-(N-t-butyloxycarbonylalanyl)amino-ethyl]-3-benzyl-4-hydroxy-hexahydro-1H-azepin-5-yl)-1-oxo-propyl-valinyl-valine methyl ester). RXN SMILES: [CH3:1][O:2][C:3](=[O:57])[C@H:4]([CH:54]([CH3:56])[CH3:55])[NH:5][C:6](=[O:53])[C@@H:7]([CH:50]([CH3:52])[CH3:51])[NH:8][C:9](=[O:49])[CH:10]([CH:12]1[CH2:18][CH2:17][N:16]([C@@H:19]([NH:21][C:22](=[O:33])[C@H:23]([CH3:32])[NH:24][C:25]([O:27][C:28]([CH3:31])([CH3:30])[CH3:29])=[O:26])[CH3:20])[CH2:15][CH:14]([CH2:34][C:35]2[CH:40]=[CH:39][CH:38]=[CH:37][CH:36]=2)[CH:13]1[O:41][Si](C(C)(C)C)(C)C)[CH3:11].[N+](CCCC)(CCCC)(CCCC)CCCC.[F-].CCOCC>C1COCC1>[CH3:1][O:2][C:3](=[O:57])[C@H:4]([CH:54]([CH3:56])[CH3:55])[NH:5][C:6](=[O:53])[C@@H:7]([CH:50]([CH3:52])[CH3:51])[NH:8][C:9](=[O:49])[CH:10]([CH:12]1[CH2:18][CH2:17][N:16]([C@@H:19]([NH:21][C:22](=[O:33])[C@H:23]([CH3:32])[NH:24][C:25]([O:27][C:28]([CH3:31])([CH3:30])[CH3:29])=[O:26])[CH3:20])[CH2:15][CH:14]([CH2:34][C:35]2[CH:36]=[CH:37][CH:38]=[CH:39][CH:40]=2)[CH:13]1[OH:41])[CH3:11] |f:1.2|. Procedure details: One isomer of the protected alcohol (66) is dissolved in THF and treated with n-Bu4NF (1M in THF, 2 equivalents) at room temperature. After all of the ether disappears (tlc), the reaction mixture is evaporated at reduced pressure and the residue is purified by flash chromatography to give the title compound (67). Reactants: FC1=C(C=CC2=CC=CC=C12)OCCNC(OC(C)(C)C)=O (tert-butyl {2-[(1-fluoronaphthalen-2-yl)oxy]ethyl}carbamate), Cl (HCl). Run in C(C)OCC (ethyl ether), O1CCOCC1 (dioxane). Reaction conditions: temperature 0 celsius, time 18 hour. Yields the product [Cl-].FC1=C(C=CC2=CC=CC=C12)OCC[NH3+] (2-[(1-fluoronaphthalen-2-yl)oxy]ethanaminium chloride). Yield: 95.0%. RXN SMILES: [F:1][C:2]1[C:11]2[C:6](=[CH:7][CH:8]=[CH:9][CH:10]=2)[CH:5]=[CH:4][C:3]=1[O:12][CH2:13][CH2:14][NH:15]C(=O)OC(C)(C)C.[ClH:23]>C(OCC)C.O1CCOCC1>[Cl-:23].[F:1][C:2]1[C:11]2[C:6](=[CH:7][CH:8]=[CH:9][CH:10]=2)[CH:5]=[CH:4][C:3]=1[O:12][CH2:13][CH2:14][NH3+:15] |f:4.5|. Reported procedure: To a cooled (0° C.) single necked flask containing a solution of tert-butyl {2-[(1-fluoronaphthalen-2-yl)oxy]ethyl}carbamate in 5 mL of ethyl ether, 5 mL of 4 M HCl solution in dioxane were added. The resulting mixture was stirred at room temperature for 18 h. The reaction mixture was concentrated under reduce pressure to afford 2-[(1-fluoronaphthalen-2-yl)oxy]ethanaminium chloride as a white solid (95% yield) which was pure by TLC and NMR analysis. Reactants: NC=1C(=CC(=C(C1)N1C(N(C(=CC1=O)C(F)(F)F)C)=O)F)Cl (3-(5-amino-4-chloro-2-fluorophenyl)-1-methyl-6-trifluoromethyl-2,4(1H,3H)-pyrimidinedione), S1C(=CC=C1)C(=O)Cl (2-thiophencarbonyl chloride). Run in N1=CC=CC=C1 (pyridine). Reaction conditions: time 8 hour. Yields the product ClC1=CC(=C(C=C1NC(C1=CC=CS1)=O)N1C(N(C(=CC1=O)C(F)(F)F)C)=O)F (3-(4-chloro-2-fluoro-5-(2-thenoylamino)phenyl)-1-methyl-6-trifluoromethyl-2,4(1H,3H)-pyrimidinedione). Yield: 66.5%. RXN SMILES: [NH2:1][C:2]1[C:3]([Cl:22])=[CH:4][C:5]([F:21])=[C:6]([N:8]2[C:13](=[O:14])[CH:12]=[C:11]([C:15]([F:18])([F:17])[F:16])[N:10]([CH3:19])[C:9]2=[O:20])[CH:7]=1.[S:23]1[CH:27]=[CH:26][CH:25]=[C:24]1[C:28](Cl)=[O:29]>N1C=CC=CC=1>[Cl:22][C:3]1[C:2]([NH:1][C:28](=[O:29])[C:24]2[S:23][CH:27]=[CH:26][CH:25]=2)=[CH:7][C:6]([N:8]2[C:13](=[O:14])[CH:12]=[C:11]([C:15]([F:18])([F:17])[F:16])[N:10]([CH3:19])[C:9]2=[O:20])=[C:5]([F:21])[CH:4]=1. Reported procedure: In 5 ml of pyridine was dissolved 0.34 g of 3-(5-amino-4-chloro-2-fluorophenyl)-1-methyl-6-trifluoromethyl-2,4(1H,3H)-pyrimidinedione, and 0.17 g of 2-thiophencarbonyl chloride was added thereto at 5° C. or lower. Thereafter, the temperature was increased to room temperature and the reaction was continued overnight. Then, pyridine was removed by distillation and the residue was dissolved in ethyl acetate. The solution was washed successively with water, diluted hydrochloric acid and a saturated ...